Dataset: the Open Reaction Database (ORD), a public repository of structured organic reaction records. Task: describe an organic reaction: reactants, conditions, products, and yield Starting materials: CCOC(=O)C(C#N)=Cc1ccccc1, CCO, CC(C)[N+](=O)[O-], CC[O-], [Na+]. The product is CCOC(=O)C1(C#N)C(c2ccccc2)C1(C)C. Reaction SMILES: [C:1](#[N:2])[C:3]([C:4](=[O:5])[O:6][CH2:7][CH3:8])=[CH:9][c:10]1[cH:11][cH:12][cH:13][cH:14][cH:15]1.[CH2:26]([OH:27])[CH3:28].[CH3:16][CH:17]([CH3:18])[N+:19](=[O:20])[O-:21].[CH3:23][CH2:24][O-:25].[Na+:22]>>[C:1](#[N:2])[C:3]1([C:4](=[O:5])[O:6][CH2:7][CH3:8])[CH:9]([c:10]2[cH:11][cH:12][cH:13][cH:14][cH:15]2)[C:17]1([CH3:16])[CH3:18]. The reactants are C1(=CC=CC=C1)C1=NCC=2N(C3=C1C=C(C=C3)Cl)N=C(N2)C(=O)O (6-phenyl-8-chloro-4H-s-triazolo[1,5-a][1,4]benzodiazepine-2-carboxylic acid), Cl (hydrogen chloride), C(C)O (ethanol). Yields the product C(C)OC(=O)C1=NN2C(CN=C(C3=C2C=CC(=C3)Cl)C3=CC=CC=C3)=N1 (6-Phenyl-8-chloro-4H-s-triazolo[1,5-a] [1,4]benzodiazepine-2-carboxylic acid ethyl ester). As a reaction SMILES: [C:1]1([C:7]2[C:13]3[CH:14]=[C:15]([Cl:18])[CH:16]=[CH:17][C:12]=3[N:11]3[N:19]=[C:20]([C:22]([OH:24])=[O:23])[N:21]=[C:10]3[CH2:9][N:8]=2)[CH:6]=[CH:5][CH:4]=[CH:3][CH:2]=1.Cl.[CH2:26](O)[CH3:27]>>[CH2:26]([O:23][C:22]([C:20]1[N:21]=[C:10]2[CH2:9][N:8]=[C:7]([C:1]3[CH:2]=[CH:3][CH:4]=[CH:5][CH:6]=3)[C:13]3[CH:14]=[C:15]([Cl:18])[CH:16]=[CH:17][C:12]=3[N:11]2[N:19]=1)=[O:24])[CH3:27]. Procedure: 6.77 g (0.020 mole) of 6-phenyl-8-chloro-4H-s-triazolo[1,5-a][1,4]benzodiazepine-2-carboxylic acid [cp. Example 1(a), (b) and (c)] is suspended in 250 ml of abs. ethanol. While being stirred and refluxed, the solution is saturated with hydrogen chloride gas. The obtained clear solution is refluxed for a further 10 hours, and afterwards concentrated at 40° in vacuo. The residue is dissolved in 100 ml of ice-cold 5% sodium bicarbonate solution and 100 ml of methylene chloride; the organic phase is...